From a dataset of the Open Reaction Database (ORD), a public repository of structured organic reaction records. describe an organic reaction: reactants, conditions, products, and yield Starting materials: [Br-], COc1ccc2c(c1)sc1nc(C=O)cn12, [Mg+]C1CC1, BrC1CC1, [Mg]. The product is COc1ccc2c(c1)sc1nc(C(O)C3CC3)cn12. Reaction SMILES: [Br-:1].[CH3:11][O:12][c:13]1[cH:14][c:15]2[c:16]([n:17]3[c:18]([s:19]2)[n:20][c:21]([CH:23]=[O:24])[cH:22]3)[cH:25][cH:26]1.[CH:2]1([Mg+:5])[CH2:3][CH2:4]1.[CH:6]1([Br:7])[CH2:8][CH2:9]1.[Mg:10]>>[CH:2]1([CH:23]([c:21]2[n:20][c:18]3[n:17]([c:16]4[c:15]([cH:14][c:13]([O:12][CH3:11])[cH:26][cH:25]4)[s:19]3)[cH:22]2)[OH:24])[CH2:3][CH2:4]1. Reactants: ClC1=NC2=C(C=3C=4C=CN=CC4C(C13)=O)C=CC(=C2)O (6-chloro-3-hydroxy-5,9-diaza-benzo[c]fluoren-7-one), BrC(C)C (2-bromopropane). Reported procedure: This compound was prepared from 6-chloro-3-hydroxy-5,9-diaza-benzo[c]fluoren-7-one (Example 34a) and 2-bromopropane in a similar manner to Example 34b. The desired product was obtained as a yellow powder. ESI−MS: m/z 325 (MH+); 1H-NMR (CDCl3): δ1.47 (6H, d, J=6 Hz), 4.80 (1H, quintet like, J=ca 6 Hz), 7.36 (1H, dd, J=9 Hz, 2.5 Hz), 7.43 (1H, d, J=2.5 Hz), 8.01 (1H, dd, J=5.5 Hz, J=1 Hz), 8.34 (1H, d, J=9 Hz), 8.95 (1H, d, J=5.5 Hz), 9.03 (1H, d, J=1 Hz). The product is ClC1=NC2=C(C=3C=4C=CN=CC4C(C13)=O)C=CC(=C2)OC(C)C (6-chloro-3-isopropoxy-5,9-diaza-benzo[c]fluoren-7-one). Reaction SMILES: [Cl:1][C:2]1[C:14]2[C:13](=[O:15])[C:12]3[CH:11]=[N:10][CH:9]=[CH:8][C:7]=3[C:6]=2[C:5]2[CH:16]=[CH:17][C:18]([OH:20])=[CH:19][C:4]=2[N:3]=1.Br[CH:22]([CH3:24])[CH3:23]>>[Cl:1][C:2]1[C:14]2[C:13](=[O:15])[C:12]3[CH:11]=[N:10][CH:9]=[CH:8][C:7]=3[C:6]=2[C:5]2[CH:16]=[CH:17][C:18]([O:20][CH:22]([CH3:24])[CH3:23])=[CH:19][C:4]=2[N:3]=1. Reactants: Br, COc1ccc(C2Sc3cc(C)ccc3N(CCN(C)C)C(=O)C2O)cc1, CC(=O)OC(C)=O, c1ccncc1. Yields the product Br, COc1ccc(C2Sc3cc(C)ccc3N(CCN(C)C)C(=O)C2OC(C)=O)cc1. As a reaction SMILES: [BrH:35].[CH3:1][O:2][c:3]1[cH:4][cH:5][c:6]([CH:9]2[S:10][c:11]3[c:12]([cH:23][cH:24][c:25]([CH3:27])[cH:26]3)[N:13]([CH2:18][CH2:19][N:20]([CH3:21])[CH3:22])[C:14](=[O:17])[CH:15]2[OH:16])[cH:7][cH:8]1.[CH3:28][C:29](=[O:30])[O:31][C:32](=[O:33])[CH3:34].[cH:36]1[cH:37][cH:38][n:39][cH:40][cH:41]1>>[BrH:35].[CH3:1][O:2][c:3]1[cH:4][cH:5][c:6]([CH:9]2[S:10][c:11]3[c:12]([cH:23][cH:24][c:25]([CH3:27])[cH:26]3)[N:13]([CH2:18][CH2:19][N:20]([CH3:21])[CH3:22])[C:14](=[O:17])[CH:15]2[O:16][C:29]([CH3:28])=[O:30])[cH:7][cH:8]1. The reactants are C(C=C)#N (2-propenenitrile), C(C=C)#N (propenenitrile), 103, NC1=CC(=C(C(=O)N[C@@H]2[C@@H](CNCC2)OC)C=C1Cl)OC (cis-4-amino-5-chloro-2-methoxy-N-(3-methoxy-4-piperidinyl)benzamide). Run in CC(C)O (2-propanol). Yields the product 121, O.NC1=CC(=C(C(=O)N[C@@H]2[C@@H](CN(CC2)CCC#N)OC)C=C1Cl)OC (cis-4-amino-5-chloro-N-[1-(2-cyanoethyl)-3-methoxy-4-piperidinyl]-2-methoxybenzamide monohydrate). Isolated yield 100.0%. As a reaction SMILES: [NH2:1][C:2]1[C:18]([Cl:19])=[CH:17][C:5]([C:6]([NH:8][C@H:9]2[CH2:14][CH2:13][NH:12][CH2:11][C@H:10]2[O:15][CH3:16])=[O:7])=[C:4]([O:20][CH3:21])[CH:3]=1.[C:22](#[N:25])[CH:23]=[CH2:24]>CC(O)C>[OH2:7].[NH2:1][C:2]1[C:18]([Cl:19])=[CH:17][C:5]([C:6]([NH:8][C@H:9]2[CH2:14][CH2:13][N:12]([CH2:24][CH2:23][C:22]#[N:25])[CH2:11][C@H:10]2[O:15][CH3:16])=[O:7])=[C:4]([O:20][CH3:21])[CH:3]=1 |f:3.4|. Reported procedure: To a stirred and refluxed solution of 103 parts of cis-4-amino-5-chloro-2-methoxy-N-(3-methoxy-4-piperidinyl)benzamide in 640 parts of 2-propanol were added 19.7 parts of 2-propenenitrile. The mixture was stirred overnight at reflux temperature and then over weekend at room temperature. Another portion of 3 parts of propenenitrile was added to the mixture at reflux. After stirring for 3 hours at reflux temperature, the reaction mixture was evaporated, yielding 121 parts (100%) of cis-4-amino-5-c...